From a dataset of the Open Reaction Database (ORD), a public repository of structured organic reaction records. describe an organic reaction: reactants, conditions, products, and yield The reactants are C1CCOC1, CC1(NC(=O)CCCCl)CCCCC1, [H-], [Na+]. Product: CC1(N2CCCC2=O)CCCCC1. RXN SMILES: [CH2:17]1[O:18][CH2:19][CH2:20][CH2:21]1.[Cl:1][CH2:2][CH2:3][CH2:4][C:5](=[O:6])[NH:7][C:8]1([CH3:14])[CH2:9][CH2:10][CH2:11][CH2:12][CH2:13]1.[H-:16].[Na+:15]>>[CH2:2]1[CH2:3][CH2:4][C:5](=[O:6])[N:7]1[C:8]1([CH3:14])[CH2:9][CH2:10][CH2:11][CH2:12][CH2:13]1. The reactants are [BH4-], C1CCOC1, Cl, [Na+], COC(=O)C1CCC(=O)C1. Yields the product COC(=O)C1CCC(O)C1. RXN SMILES: [BH4-:11].[CH2:14]1[O:15][CH2:16][CH2:17][CH2:18]1.[ClH:13].[Na+:12].[O:1]=[C:2]1[CH2:3][CH:4]([C:7](=[O:8])[O:9][CH3:10])[CH2:5][CH2:6]1>>[OH:1][CH:2]1[CH2:3][CH:4]([C:7](=[O:8])[O:9][CH3:10])[CH2:5][CH2:6]1.